describe an organic reaction: reactants, conditions, products, and yield From a dataset of the Open Reaction Database (ORD), a public repository of structured organic reaction records. The reactants are CCOC(=O)c1cccc(Br)c1F, CC(C)(C)P(C(C)(C)C)C(C)(C)C, C=C[Sn](CCCC)(CCCC)CCCC, CCOCC, [F-], [K+], O=C(C=Cc1ccccc1)C=Cc1ccccc1, O=C(C=Cc1ccccc1)C=Cc1ccccc1, O=C(C=Cc1ccccc1)C=Cc1ccccc1, O, [Pd], [Pd]. Yields the product C=Cc1cccc(C(=O)OCC)c1F. RXN SMILES: [Br:1][c:2]1[c:3]([F:13])[c:4]([C:5](=[O:6])[O:7][CH2:8][CH3:9])[cH:10][cH:11][cH:12]1.[C:29]([P:30]([C:31]([CH3:32])([CH3:33])[CH3:34])[C:35]([CH3:36])([CH3:37])[CH3:38])([CH3:39])([CH3:40])[CH3:41].[CH2:14]([CH2:15][CH2:27][CH3:28])[Sn:16]([CH2:17][CH2:18][CH2:19][CH3:20])([CH2:21][CH2:22][CH2:23][CH3:24])[CH:25]=[CH2:26].[CH3:44][CH2:45][O:46][CH2:47][CH3:48].[F-:42].[K+:43].[O:51]=[C:52]([CH:53]=[CH:54][c:55]1[cH:56][cH:57][cH:58][cH:59][cH:60]1)[CH:61]=[CH:62][c:63]1[cH:64][cH:65][cH:66][cH:67][cH:68]1.[O:69]=[C:70]([CH:71]=[CH:72][c:73]1[cH:74][cH:75][cH:76][cH:77][cH:78]1)[CH:79]=[CH:80][c:81]1[cH:82][cH:83][cH:84][cH:85][cH:86]1.[O:87]=[C:88]([CH:89]=[CH:90][c:91]1[cH:92][cH:93][cH:94][cH:95][cH:96]1)[CH:97]=[CH:98][c:99]1[cH:100][cH:101][cH:102][cH:103][cH:104]1.[OH2:105].[Pd:49].[Pd:50]>>[c:2]1([CH:14]=[CH2:15])[c:3]([F:13])[c:4]([C:5](=[O:6])[O:7][CH2:8][CH3:9])[cH:10][cH:11][cH:12]1. Reactants: COc1ccc(C(=O)O)cc1C1(C)CCCCC1, O=S(Cl)Cl. Product: COc1ccc(C(=O)O)cc1C1(C)CCCCC1, [Cl-]. RXN SMILES: [CH3:1][C:2]1([c:8]2[cH:9][c:10]([C:11](=[O:12])[OH:13])[cH:14][cH:15][c:16]2[O:17][CH3:18])[CH2:3][CH2:4][CH2:5][CH2:6][CH2:7]1.[S:19]([Cl:20])([Cl:21])=[O:22]>>[CH3:1][C:2]1([c:8]2[cH:9][c:10]([C:11](=[O:12])[OH:13])[cH:14][cH:15][c:16]2[O:17][CH3:18])[CH2:3][CH2:4][CH2:5][CH2:6][CH2:7]1.[Cl-:21]. Starting materials: BrC(C(=O)Br)(C)C (bromoisobutyryl bromide), C(Cl)(Cl)Cl (chloroform), C=CCC(C)O (penten-4-ol), C(Cl)(Cl)Cl (chloroform). Run at temperature 0 celsius, time 4 hour. Yields the product BrC(C(=O)OCCCC=C)(C)C (pent-4-enyl 2-bromoisobutyrate). RXN SMILES: [CH2:1]=[CH:2][CH2:3][CH:4]([OH:6])C.[Br:7][C:8]([CH3:13])([CH3:12])[C:9](Br)=[O:10].[CH:14](Cl)(Cl)Cl>>[Br:7][C:8]([CH3:13])([CH3:12])[C:9]([O:6][CH2:4][CH2:3][CH2:2][CH:1]=[CH2:14])=[O:10]. Procedure: 160 mmol (13.9 g) penten-4-ol and 50 ml chloroform were introduced into a flask and cooled to 0° C. 160 mmol (36.8 g) bromoisobutyryl bromide in 20 ml chloroform were introduced slowly with cooling and the resulting solution was stirred for 4 h at room temperature. The reaction solution was washed three times with water, dried over MgSO4 and then concentrated by evaporation. The product was distilled in a high vacuum. Boiling point at 3.3×102 mbar: 50° C. Yield: 34.79 g (148 mmol; 92.5%) As a reaction SMILES: [OH-].[Na+].Cl.[SH:4][CH2:5][C:6]1[CH:7]=[N+:8]([O-:12])[CH:9]=[CH:10][CH:11]=1>>[SH:4][CH2:5][C:6]1[CH:7]=[N+:8]([O-:12])[CH:9]=[CH:10][CH:11]=1 |f:0.1,2.3|. The product is SCC=1C=[N+](C=CC1)[O-] (3-mercaptomethylpyridine-N-oxide). Procedure: The thioureido compound (8 gm.) from Step B was refluxed in 50 ml. absolute ethanolic sodium hydroxide (6.5% w/v) for 4 hours under nitrogen, cooled and evaporated to dryness. The residue was dissolved in 50 ml. of water and 50 ml. of glacial acetic acid and evaporated to near dryness, and extracted with 4 × 40 ml. of chloroform. The chloroform was washed with 1 × 20 ml. of water, dried over magnesium sulfate, and treated with gaseous hydrogen chloride. The precipitate was collected, washed with... Starting materials: thioureido, [OH-].[Na+] (sodium hydroxide), Cl.SCC=1C=[N+](C=CC1)[O-] (3-mercaptomethylpyridine-N-oxide hydrochloride). Starting materials: N1(CCCCC1)CCCC1CCNCC1 (4-[3-(piperidin-1-yl)propyl]piperidine), ICC(=O)N (iodoacetamide), N1(CCCCC1)CCCC1CCN(CC1)CC(=O)N (2-[4-[3-(piperidin-1-yl)propyl]-piperidin-1-yl]acetamide). The product is CN(C)CC1N(CCCC1)CC(=O)N (2-[2-[(Dimethylamino)methyl]-piperidin-1-yl]acetamide). Reaction SMILES: [N:1]1([CH2:7]CCC2CCNCC2)[CH2:6]CCC[CH2:2]1.ICC(N)=O.N1(CCC[CH:30]2[CH2:35][CH2:34][N:33]([CH2:36][C:37]([NH2:39])=[O:38])[CH2:32][CH2:31]2)CCCCC1>>[CH3:2][N:1]([CH2:7][CH:32]1[CH2:31][CH2:30][CH2:35][CH2:34][N:33]1[CH2:36][C:37]([NH2:39])=[O:38])[CH3:6]. Procedure: from 4-[3-(piperidin-1-yl)propyl]piperidine and iodoacetamide in a yield of 96% of theory, 2-[4-[3-(piperidin-1-yl)propyl]-piperidin-1-yl]acetamide, m.p. 94°-97° C. Starting materials: C1CCOC1, Nc1c(Cl)cc(C(=O)C=Cc2ccncc2)c2c1OCCO2. Product: Nc1c(Cl)cc(C(=O)CCc2ccncc2)c2c1OCCO2. RXN SMILES: [CH2:23]1[O:24][CH2:25][CH2:26][CH2:27]1.[NH2:1][c:2]1[c:3]2[c:4]([c:5]([C:9]([CH:10]=[CH:11][c:12]3[cH:13][cH:14][n:15][cH:16][cH:17]3)=[O:18])[cH:6][c:7]1[Cl:8])[O:19][CH2:20][CH2:21][O:22]2>>[NH2:1][c:2]1[c:3]2[c:4]([c:5]([C:9]([CH2:10][CH2:11][c:12]3[cH:13][cH:14][n:15][cH:16][cH:17]3)=[O:18])[cH:6][c:7]1[Cl:8])[O:19][CH2:20][CH2:21][O:22]2. Starting materials: BrCCBr, CC(C)(C)OC(=O)CCC(CI)NC(=O)OC(C)(C)C, CCOC(C)=O, C[Si](C)(C)Cl, Cc1cccn2cc(-c3ccc(I)cc3)nc12, O=C(C=Cc1ccccc1)C=Cc1ccccc1, O=C(C=Cc1ccccc1)C=Cc1ccccc1, CN(C)C=O, O=C(C=Cc1ccccc1)C=Cc1ccccc1, [Pd], [Pd], [Zn], Cc1ccccc1P(c1ccccc1C)c1ccccc1C. Product: Cc1cccn2cc(-c3ccc(CC(CCC(=O)OC(C)(C)C)NC(=O)OC(C)(C)C)cc3)nc12. RXN SMILES: [Br:1][CH2:2][CH2:3][Br:4].[CH3:10][C:11]([CH3:12])([CH3:13])[O:14][C:15](=[O:16])[NH:17][CH:18]([CH2:19][CH2:20][C:21](=[O:22])[O:23][C:24]([CH3:25])([CH3:26])[CH3:27])[CH2:28][I:29].[CH3:74][CH2:75][O:76][C:77]([CH3:78])=[O:79].[Cl:5][Si:6]([CH3:7])([CH3:8])[CH3:9].[I:52][c:53]1[cH:54][cH:55][c:56](-[c:59]2[n:60][c:61]3[n:62]([cH:63][cH:64][cH:65][c:66]3[CH3:67])[cH:68]2)[cH:57][cH:58]1.[O:101]=[C:102]([CH:103]=[CH:104][c:105]1[cH:106][cH:107][cH:108][cH:109][cH:110]1)[CH:111]=[CH:112][c:113]1[cH:114][cH:115][cH:116][cH:117][cH:118]1.[O:119]=[C:120]([CH:121]=[CH:122][c:123]1[cH:124][cH:125][cH:126][cH:127][cH:128]1)[CH:129]=[CH:130][c:131]1[cH:132][cH:133][cH:134][cH:135][cH:136]1.[O:69]=[CH:70][N:71]([CH3:72])[CH3:73].[O:83]=[C:84]([CH:85]=[CH:86][c:87]1[cH:88][cH:89][cH:90][cH:91][cH:92]1)[CH:93]=[CH:94][c:95]1[cH:96][cH:97][cH:98][cH:99][cH:100]1.[Pd:81].[Pd:82].[Zn:80].[c:30]1([CH3:31])[cH:32][cH:33][cH:34][cH:35][c:36]1[P:37]([c:38]1[cH:39][cH:40][cH:41][cH:42][c:43]1[CH3:44])[c:45]1[cH:46][cH:47][cH:48][cH:49][c:50]1[CH3:51]>>[CH3:10][C:11]([CH3:12])([CH3:13])[O:14][C:15](=[O:16])[NH:17][CH:18]([CH2:19][CH2:20][C:21](=[O:22])[O:23][C:24]([CH3:25])([CH3:26])[CH3:27])[CH2:28][c:53]1[cH:54][cH:55][c:56](-[c:59]2[n:60][c:61]3[n:62]([cH:63][cH:64][cH:65][c:66]3[CH3:67])[cH:68]2)[cH:57][cH:58]1. The reactants are COC(CNC(CC1=CC(=CC=C1)[N+](=O)[O-])=O)=O ((3-nitrophenylacetyl)aminoacetic acid methyl ester), C[O-].[Na+] (sodium methoxide), C(C)(=O)O (acetic acid), C[O-].[Na+] (sodium methoxide). Run in CO (methanol), C1(=CC=CC=C1)C (toluene), CO (methanol), CO (methanol). Yields the product OC1=C(C(NC1)=O)C1=CC(=CC=C1)[N+](=O)[O-] (1,5-Dihydro-4-hydroxy-3-(3-nitrophenyl)-2H-pyrrol-2-one). Isolated yield 25.4%. As a reaction SMILES: C[O:2][C:3](=O)[CH2:4][NH:5][C:6](=[O:17])[CH2:7][C:8]1[CH:13]=[CH:12][CH:11]=[C:10]([N+:14]([O-:16])=[O:15])[CH:9]=1.C[O-].[Na+].C(O)(=O)C>CO.C1(C)C=CC=CC=1>[OH:2][C:3]1[CH2:4][NH:5][C:6](=[O:17])[C:7]=1[C:8]1[CH:13]=[CH:12][CH:11]=[C:10]([N+:14]([O-:16])=[O:15])[CH:9]=1 |f:1.2|. Procedure details: A suspension of (3-nitrophenylacetyl)aminoacetic acid methyl ester (13 g, 0.05 mol) in methanol (40 ml) and toluene (56 ml) was added to a stirred solution of sodium methoxide in methanol (prepared by dissolving sodium (1.5 g, 0,065 mol) in methanol (30 ml)), under nitrogen. The mixture was heated at reflux for 18 h. After this time more sodium methoxide in methanol (prepared by dissolving sodium (0.56 g, 0.024 mol)in methanol (15 ml)) was added and the mixture heated for a further 18 h. The sol... Reactants: dioxide, FC=1C=C2CCNC2=CC1S(=O)(=O)N (5-fluoro-2,3-dihydro-1H-indole-6-sulfonic acid amide). The solvent is O1CCOCC1 (dioxane). The product is FC=1C=C2C=CNC2=CC1S(=O)(=O)N (5-Fluoro-1H-indole-6-sulfonic acid amide). The yield is 37.0%. Reaction SMILES: [F:1][C:2]1[CH:3]=[C:4]2[C:8](=[CH:9][C:10]=1[S:11]([NH2:14])(=[O:13])=[O:12])[NH:7][CH2:6][CH2:5]2>O1CCOCC1>[F:1][C:2]1[CH:3]=[C:4]2[C:8](=[CH:9][C:10]=1[S:11]([NH2:14])(=[O:13])=[O:12])[NH:7][CH:6]=[CH:5]2. Reported procedure: A mixture of 3 grams of mangenese dioxide and 3 grams of 5-fluoro-2,3-dihydro-1H-indole-6-sulfonic acid amide in 30 ml of dioxane was heated at 50° overnight. The reaction was filtered and the filtrate was evaporated to afford crude product which was purified on silica gel eluting with methylene chloride/ethyl acetate to give 1.1 grams of the titled compound. mp: 181-182° C.